From a dataset of the Open Reaction Database (ORD), a public repository of structured organic reaction records. describe an organic reaction: reactants, conditions, products, and yield The product is COc1ccc2cc(CCC(C)OC(C)=O)cc(F)c2c1. Reaction SMILES: [CH3:19][C:20]([Cl:21])=[O:22].[F:1][c:2]1[cH:3][c:4]([CH2:14][CH2:15][CH:16]([CH3:17])[OH:18])[cH:5][c:6]2[cH:7][cH:8][c:9]([O:12][CH3:13])[cH:10][c:11]12.[cH:23]1[cH:24][cH:25][n:26][cH:27][cH:28]1>>[F:1][c:2]1[cH:3][c:4]([CH2:14][CH2:15][CH:16]([CH3:17])[O:18][C:20]([CH3:19])=[O:22])[cH:5][c:6]2[cH:7][cH:8][c:9]([O:12][CH3:13])[cH:10][c:11]12. Starting materials: CC(=O)Cl, COc1ccc2cc(CCC(C)O)cc(F)c2c1, c1ccncc1. Reactants: [BH4-], Cc1cc(OCCCS(C)(=O)=O)cc(C)c1-c1cccc(C=O)c1, CO, Cl, [Na+], C1CCOC1. The product is Cc1cc(OCCCS(C)(=O)=O)cc(C)c1-c1cccc(CO)c1. RXN SMILES: [BH4-:27].[CH3:1][c:2]1[c:3](-[c:17]2[cH:18][c:19]([CH:23]=[O:24])[cH:20][cH:21][cH:22]2)[c:4]([CH3:16])[cH:5][c:6]([O:8][CH2:9][CH2:10][CH2:11][S:12](=[O:13])(=[O:14])[CH3:15])[cH:7]1.[CH3:25][OH:26].[ClH:29].[Na+:28].[O:30]1[CH2:31][CH2:32][CH2:33][CH2:34]1>>[CH3:1][c:2]1[c:3](-[c:17]2[cH:18][c:19]([CH2:23][OH:24])[cH:20][cH:21][cH:22]2)[c:4]([CH3:16])[cH:5][c:6]([O:8][CH2:9][CH2:10][CH2:11][S:12](=[O:13])(=[O:14])[CH3:15])[cH:7]1. The reactants are ClC=1C(=C2C=CN(C(C2=CC1)=O)CCO)[N+](=O)[O-] (6-chloro-2-(2-hydroxyethyl)-5-nitroisoquinolin-1(2H)-one), C(C)(=O)OC(C)=O (acetic anhydride), N1=CC=CC=C1 (pyridine), C(Cl)Cl (methylene chloride). Run at time 8 hour. The product is C(C)(=O)OCCN1C(C2=CC=C(C(=C2C=C1)[N+](=O)[O-])Cl)=O (2-(6-Chloro-5-nitro-1-oxoisoquinolin-2(1H)-yl)ethyl acetate). Reaction SMILES: [Cl:1][C:2]1[C:3]([N+:16]([O-:18])=[O:17])=[C:4]2[C:9](=[CH:10][CH:11]=1)[C:8](=[O:12])[N:7]([CH2:13][CH2:14][OH:15])[CH:6]=[CH:5]2.[C:19](OC(=O)C)(=[O:21])[CH3:20].N1C=CC=CC=1.C(Cl)Cl>>[C:19]([O:15][CH2:14][CH2:13][N:7]1[CH:6]=[CH:5][C:4]2[C:9](=[CH:10][CH:11]=[C:2]([Cl:1])[C:3]=2[N+:16]([O-:18])=[O:17])[C:8]1=[O:12])(=[O:21])[CH3:20]. Reported procedure: A round bottom flask was charged with 6-chloro-2-(2-hydroxyethyl)-5-nitroisoquinolin-1(2H)-one (400.0 mg, 0.00149 mol), acetic anhydride (0.21 mL, 0.0022 mol), pyridine (0.18 mL, 0.0022 mol) and methylene chloride (20 mL, 0.2 mol) and the reaction was stirred at room temperature overnight. The solvent was removed under reduced pressure to afford the product as a yellow solid.